The task is: describe an organic reaction: reactants, conditions, products, and yield. This data is from the Open Reaction Database (ORD), a public repository of structured organic reaction records. The reactants are CS(=O)(=O)Cl, Nc1ccc([N+](=O)[O-])cc1, c1ccncc1. Yields the product CS(=O)(=O)Nc1ccc([N+](=O)[O-])cc1. As a reaction SMILES: [CH3:11][S:12]([Cl:13])(=[O:14])=[O:15].[N+:1](=[O:2])([O-:3])[c:4]1[cH:5][cH:6][c:7]([NH2:10])[cH:8][cH:9]1.[cH:16]1[cH:17][cH:18][n:19][cH:20][cH:21]1>>[N+:1](=[O:2])([O-:3])[c:4]1[cH:5][cH:6][c:7]([NH:10][S:12]([CH3:11])(=[O:14])=[O:15])[cH:8][cH:9]1.